Dataset: the Open Reaction Database (ORD), a public repository of structured organic reaction records. Task: describe an organic reaction: reactants, conditions, products, and yield Starting materials: Cl (hydrochloric acid), OC1=C(C(=O)[O-])C=CC(=C1)N.[Na+] (Sodium 2-hydroxy-4-aminobenzoate), C(C)(=O)OC(C)=O (acetic anhydride). Run in O (water), O (water). Run at temperature 100 celsius. Yields the product OC1=C(C(=O)O)C=CC(=C1)NC(C)=O (2-Hydroxy-4-acetamidobenzoic acid). Yield: 56.0%. As a reaction SMILES: [OH:1][C:2]1[CH:10]=[C:9]([NH2:11])[CH:8]=[CH:7][C:3]=1[C:4]([O-:6])=[O:5].[Na+].Cl.[C:14](OC(=O)C)(=[O:16])[CH3:15]>O>[OH:1][C:2]1[CH:10]=[C:9]([NH:11][C:14](=[O:16])[CH3:15])[CH:8]=[CH:7][C:3]=1[C:4]([OH:6])=[O:5] |f:0.1|. Procedure details: Sodium 2-hydroxy-4-aminobenzoate (76 g, 0.437 mole) was dissolved in water (2-300 ml) and concentrated hydrochloric acid (36.2 ml) was added after which the precipitated crystalline free acid was isolated by filtration. The acid was suspended in water (700 ml), acetic anhydride (48 ml) was added and the mixture was heated to about 100° C. (supplied with a reflux condenser) for 15 minutes under nitrogen. After cooling, the crystalline material was filtered off and dried in vacuo to give the title... Starting materials: OC1=CC=CC2=C1C(OC(N2)=O)(C)C (5-hydroxy-4,4-dimethyl-4H-3,1-benzoxazin-2-one), ClC=1C=C(C=CC1Cl)S(=O)CCCCBr (4-(3,4-dichloro-phenylsulfinyl)-butylbromide). Product: ClC=1C=C(C=CC1Cl)S(=O)CCCCOC1=CC=CC2=C1C(OC(N2)=O)(C)C (5-[4-(3,4-Dichloro-phenylsulfinyl)-butoxy]-4,4-dimethyl-4H-3,1-benzoxazin-2-one). As a reaction SMILES: [OH:1][C:2]1[C:7]2[C:8]([CH3:14])([CH3:13])[O:9][C:10](=[O:12])[NH:11][C:6]=2[CH:5]=[CH:4][CH:3]=1.[Cl:15][C:16]1[CH:17]=[C:18]([S:23]([CH2:25][CH2:26][CH2:27][CH2:28]Br)=[O:24])[CH:19]=[CH:20][C:21]=1[Cl:22]>>[Cl:15][C:16]1[CH:17]=[C:18]([S:23]([CH2:25][CH2:26][CH2:27][CH2:28][O:1][C:2]2[C:7]3[C:8]([CH3:14])([CH3:13])[O:9][C:10](=[O:12])[NH:11][C:6]=3[CH:5]=[CH:4][CH:3]=2)=[O:24])[CH:19]=[CH:20][C:21]=1[Cl:22]. Procedure details: Prepared analogously to Example 4 from 5-hydroxy-4,4-dimethyl-4H-3,1-benzoxazin-2-one and 4-(3,4-dichloro-phenylsulfinyl)-butylbromide. Reactants: ClC=1C=C(OC(C(=O)O)C)C=CC1Cl (2-(3,4-dichlorophenoxy)propanoic acid), NNC(=S)N (thiosemicarbazide), O1CCOCC1 (dioxane), P(=O)(Cl)(Cl)Cl (phosphorous oxychloride). Solvent: O (water). Run at temperature 90 celsius. Yields the product ClC=1C=C(OC(C)C2=NN=C(S2)N)C=CC1Cl (5-[1-(3,4-dichlorophenoxy)ethyl]-2-amino-1,3,4-thiadiazole). As a reaction SMILES: [Cl:1][C:2]1[CH:3]=[C:4]([CH:11]=[CH:12][C:13]=1[Cl:14])[O:5][CH:6]([CH3:10])[C:7](O)=O.[NH2:15][NH:16][C:17]([NH2:19])=[S:18].O1CCOCC1.P(Cl)(Cl)(Cl)=O>O>[Cl:1][C:2]1[CH:3]=[C:4]([CH:11]=[CH:12][C:13]=1[Cl:14])[O:5][CH:6]([C:7]1[S:18][C:17]([NH2:19])=[N:16][N:15]=1)[CH3:10]. Procedure: A 100 milliliter, 3-neck flask adapted with a Claisen adaptor, paddle stirrer, thermometer, an addition funnel and condenser, was charged with 9.4 grams (0.040 mole) of 2-(3,4-dichlorophenoxy)propanoic acid, (3.6 grams, 0.040 mole) of thiosemicarbazide and 30 milliliters of dioxane and heated to 90° C. The addition funnel was charged with phosphorous oxychloride (POCl3), (6.7 grams, 0.044 mole) which was slowly added (for 15 minutes) while maintaining the temperature within 85°-90° C. The result... Starting materials: ClC1=CC=CC2=C1C(N1[C@H](C=3N2C=NC3C(=O)N3C=NC=C3)CCC1)=O (1-[[(S)-8-chloro-11,12,13,13a-tetrahydro-9-oxo-9H-imidazo[1,5-a]pyrrolo[2,1-c][1,4]benzodiazepin-1-yl]carbonyl]imidazole), CN(C=O)C (N,N-dimethylformamide), C(C#C)N (propargylamine). The solvent is O (water). Conditions: time 8 hour. The product is ClC1=CC=CC2=C1CN1[C@H](C=3N2C=NC3C(=O)NCC#C)CCC1 ((S)-8-chloro-11,12,13,13a-tetrahydro-N-(2-propynyl)-9H-imidazo[1,5-a]pyrrolo[2,1-c][1,4]benzodiazepine-1-carboxamide). As a reaction SMILES: [Cl:1][C:2]1[C:7]2[C:8](=O)[N:9]3[CH2:25][CH2:24][CH2:23][C@H:10]3[C:11]3[N:12]([CH:13]=[N:14][C:15]=3[C:16]([N:18]3[CH:22]=[CH:21]N=C3)=[O:17])[C:6]=2[CH:5]=[CH:4][CH:3]=1.[CH3:27]N(C)C=O.C(N)C#C>O>[Cl:1][C:2]1[C:7]2[CH2:8][N:9]3[CH2:25][CH2:24][CH2:23][C@H:10]3[C:11]3[N:12]([CH:13]=[N:14][C:15]=3[C:16]([NH:18][CH2:22][C:21]#[CH:27])=[O:17])[C:6]=2[CH:5]=[CH:4][CH:3]=1. Procedure details: A mixture of 54.7 g (148.7 mmol) of 1-[[(S)-8-chloro-11,12,13,13a-tetrahydro-9-oxo-9H-imidazo[1,5-a]pyrrolo[2,1-c][1,4]benzodiazepin-1-yl]carbonyl]imidazole, 100 ml of N,N-dimethylformamide and 8.60 g (156.1 mmol) of propargylamine is stirred at room temperature overnight. The solution obtained is then poured into 500 ml of water, the resulting suspension is filtered under suction and the filter residue is dried. By recrystallization from methylene chloride and ethyl acetate there is obtained (S... Procedure details: To a stirred solution of 3,4-difluoro nitrobenzene (1b, 3.5 g, 22 mmol) and methyl 4-piperidine carboxylate (2, 3.15 g, 22 mmol) in DMF solvent and K2CO3 (7.6 g, 55 mmol) as base and heated at 80° C. for 10 h, after completion of the reaction, reaction is poured into ice water and extracted into ethyl acetate finally purification by column chromatography to afford pure compound methyl 1-(2-fluoro-4-nitrophenyl)-4-piperidine carboxylate (3b, 5.33 g, 86%). To a stirred solution of ester (3b, 5.0 g... Product: FC1=C(C=CC(=C1)[N+](=O)[O-])N1CCC(CC1)C(=O)NN (1-(2-fluoro-4-nitro phenyl)-4-piperidinecarbohydrazide). Solvent: C(C)O (ethanol), C(C)O (ethanol). Yield: 90.9%. Reaction SMILES: [F:1][C:2]1[CH:7]=[C:6]([N+:8]([O-:10])=[O:9])[CH:5]=[CH:4][C:3]=1[N:11]1[CH2:16][CH2:15][CH:14]([C:17]([O:19]C)=O)[CH2:13][CH2:12]1.[NH2:21][NH2:22].O>C(O)C>[F:1][C:2]1[CH:7]=[C:6]([N+:8]([O-:10])=[O:9])[CH:5]=[CH:4][C:3]=1[N:11]1[CH2:16][CH2:15][CH:14]([C:17]([NH:21][NH2:22])=[O:19])[CH2:13][CH2:12]1 |f:1.2|. The reactants are FC1=C(C=CC(=C1)[N+](=O)[O-])N1CCC(CC1)C(=O)OC (methyl 1-(2-fluoro-4-nitrophenyl)-4-piperidine carboxylate), NN.O (NH2NH2.H2O). Yields the product COC1=CC=C(CN(C(OC(C)(C)C)=O)C=2N=CSC2)C=C1 (tert-butyl 4-methoxybenzyl(thiazol-4-yl)carbamate). RXN SMILES: [S:1]1[CH:5]=[C:4]([NH:6][C:7](=[O:13])[O:8][C:9]([CH3:12])([CH3:11])[CH3:10])[N:3]=[CH:2]1.C([O-])([O-])=O.[Cs+].[Cs+].Cl[CH2:21][C:22]1[CH:27]=[CH:26][C:25]([O:28][CH3:29])=[CH:24][CH:23]=1.O>CN(C=O)C>[CH3:29][O:28][C:25]1[CH:26]=[CH:27][C:22]([CH2:21][N:6]([C:4]2[N:3]=[CH:2][S:1][CH:5]=2)[C:7](=[O:13])[O:8][C:9]([CH3:10])([CH3:12])[CH3:11])=[CH:23][CH:24]=1 |f:1.2.3|. Reported procedure: To a solution of tert-butyl thiazol-4-ylcarbamate (13.0 g, 64.9 mmol) in DMF (150 mL) was added Cs2CO3 (42.3 g, 130 mmol) and 1-(chloromethyl)-4-methoxybenzene (12.1 g, 78.0 mmol, Spectrochem). The reaction mixture was stirred at 80° C. for 6 h. The reaction mixture was allowed to cool to room temperature and water (500 mL) was added. The aqueous layer was extracted with diethyl ether (2×500 mL). The combined organic layer was dried over sodium sulfate, filtered and concentrated under reduced pr... The yield is 72.1%. Starting materials: S1C=NC(=C1)NC(OC(C)(C)C)=O (tert-butyl thiazol-4-ylcarbamate), C(=O)([O-])[O-].[Cs+].[Cs+] (Cs2CO3), ClCC1=CC=C(C=C1)OC (1-(chloromethyl)-4-methoxybenzene), O (water). Conditions: temperature 80 celsius, time 6 hour. The solvent is CN(C)C=O (DMF). Reactants: COc1nc2ccccc2nc1NC(=S)Oc1ccccc1, Fc1cc(F)cc(N2CCNCC2)c1. Yields the product COc1nc2ccccc2nc1NC(=S)N1CCN(c2cc(F)cc(F)c2)CC1. RXN SMILES: [CH3:1][O:2][c:3]1[n:4][c:5]2[cH:6][cH:7][cH:8][cH:9][c:10]2[n:11][c:12]1[NH:13][C:14]([O:15][c:16]1[cH:17][cH:18][cH:19][cH:20][cH:21]1)=[S:22].[F:23][c:24]1[cH:25][c:26]([N:31]2[CH2:32][CH2:33][NH:34][CH2:35][CH2:36]2)[cH:27][c:28]([F:30])[cH:29]1>>[CH3:1][O:2][c:3]1[n:4][c:5]2[cH:6][cH:7][cH:8][cH:9][c:10]2[n:11][c:12]1[NH:13][C:14](=[S:22])[N:34]1[CH2:33][CH2:32][N:31]([c:26]2[cH:25][c:24]([F:23])[cH:29][c:28]([F:30])[cH:27]2)[CH2:36][CH2:35]1. Reaction SMILES: [C:24](=[O:25])([O-:26])[O-:27].[CH3:31][C:32]#[N:33].[Cl:16][CH2:17][c:18]1[cH:19][cH:20][cH:21][cH:22][cH:23]1.[F:1][c:2]1[cH:3][c:4]2[c:9]([cH:10][cH:11]1)[CH2:8][NH:7][CH:6]([C:12](=[O:13])[O:14][CH3:15])[CH2:5]2.[K+:28].[K+:29].[OH2:30]>>[F:1][c:2]1[cH:3][c:4]2[c:9]([cH:10][cH:11]1)[CH2:8][N:7]([CH2:17][c:18]1[cH:19][cH:20][cH:21][cH:22][cH:23]1)[CH:6]([C:12](=[O:13])[O:14][CH3:15])[CH2:5]2. Yields the product COC(=O)C1Cc2cc(F)ccc2CN1Cc1ccccc1. Starting materials: O=C([O-])[O-], CC#N, ClCc1ccccc1, COC(=O)C1Cc2cc(F)ccc2CN1, [K+], [K+], O.